describe an organic reaction: reactants, conditions, products, and yield From a dataset of the Open Reaction Database (ORD), a public repository of structured organic reaction records. Conditions: temperature 80 celsius, time 8 hour. As a reaction SMILES: [N:1]1[CH:6]=[CH:5][CH:4]=[C:3]([O:7][C:8]2[CH:23]=[CH:22][C:11]([C:12]([O:14]CC3C=CC=CC=3)=[O:13])=[CH:10][CH:9]=2)[CH:2]=1>C(O)C.[Pd]>[N:1]1[CH:6]=[CH:5][CH:4]=[C:3]([O:7][C:8]2[CH:23]=[CH:22][C:11]([C:12]([OH:14])=[O:13])=[CH:10][CH:9]=2)[CH:2]=1. Product: N1=CC(=CC=C1)OC1=CC=C(C(=O)O)C=C1 (4-(pyridin-3-yloxy)benzoic acid). Procedure: To a solution of benzyl 4-(pyridin-3-yloxy)benzoate (18.0 g, 5.90 mmol) in ethanol (300 ml) was added 10% palladium/carbon (containing water by 50%, 2.0 g), and the mixture was stirred under a hydrogen stream at 80° C. overnight. The reaction solution was filtered with celite and the filtrate was concentrated. The residue was recrystallized from ethanol-hexane to give the objective substance (11.2 g, 88%). The reagents and catalysts are [Pd] (palladium/carbon). Solvent: C(C)O (ethanol). Reactants: N1=CC(=CC=C1)OC1=CC=C(C(=O)OCC2=CC=CC=C2)C=C1 (benzyl 4-(pyridin-3-yloxy)benzoate). The reactants are CN(C)C=O, [Ca+2], CC1OC1(Cn1cncn1)c1ccc(F)cc1F, Fc1ccc(-c2cn[nH]c2)cc1, O=C([O-])[O-]. Product: CC(n1cc(-c2ccc(F)cc2)cn1)C(O)(Cn1cncn1)c1ccc(F)cc1F. As a reaction SMILES: [CH3:36][N:37]([CH3:38])[CH:39]=[O:40].[Ca+2:13].[F:18][c:19]1[c:20]([C:26]2([CH2:30][n:31]3[n:32][cH:33][n:34][cH:35]3)[O:27][CH:28]2[CH3:29])[cH:21][cH:22][c:23]([F:25])[cH:24]1.[F:1][c:2]1[cH:3][cH:4][c:5](-[c:8]2[cH:9][n:10][nH:11][cH:12]2)[cH:6][cH:7]1.[O-:14][C:15](=[O:16])[O-:17]>>[F:1][c:2]1[cH:3][cH:4][c:5](-[c:8]2[cH:9][n:10]([CH:28]([C:26]([c:20]3[c:19]([F:18])[cH:24][c:23]([F:25])[cH:22][cH:21]3)([OH:27])[CH2:30][n:31]3[n:32][cH:33][n:34][cH:35]3)[CH3:29])[n:11][cH:12]2)[cH:6][cH:7]1. The reactants are CO, ClCCCCOc1ccc(C2=C(c3ccccc3)CCCc3cc(OC4CCCCO4)ccc32)cc1, O, O=C(O)C(=O)O. Yields the product Oc1ccc2c(c1)CCCC(c1ccccc1)=C2c1ccc(OCCCCCl)cc1. Reaction SMILES: [CH3:43][OH:44].[Cl:1][CH2:2][CH2:3][CH2:4][CH2:5][O:6][c:7]1[cH:8][cH:9][c:10]([C:13]2=[C:14]([c:31]3[cH:32][cH:33][cH:34][cH:35][cH:36]3)[CH2:15][CH2:16][CH2:17][c:18]3[c:19]2[cH:20][cH:21][c:22]([O:24][CH:25]2[CH2:26][CH2:27][CH2:28][CH2:29][O:30]2)[cH:23]3)[cH:11][cH:12]1.[OH2:45].[OH:37][C:38]([C:39](=[O:40])[OH:41])=[O:42]>>[Cl:1][CH2:2][CH2:3][CH2:4][CH2:5][O:6][c:7]1[cH:8][cH:9][c:10]([C:13]2=[C:14]([c:31]3[cH:32][cH:33][cH:34][cH:35][cH:36]3)[CH2:15][CH2:16][CH2:17][c:18]3[c:19]2[cH:20][cH:21][c:22]([OH:24])[cH:23]3)[cH:11][cH:12]1. The reactants are [H-].[Al+3].[Li+].[H-].[H-].[H-] (Lithium aluminum hydride), C(C1=CC=CC=C1)C1C(N(C(N1)=O)C1CCN(CC1)CC1=CC=CC=C1)=O (5-benzyl-3-(1-benzylpiperidin-4-yl)imidazolidine-2,4-dione). Run in O1CCCC1 (tetrahydrofuran). Conditions: time 16 hour. Yields the product C(C1=CC=CC=C1)C1NC(N(C1)C1CCN(CC1)CC1=CC=CC=C1)=O (4-Benzyl-1-(1-benzylpiperidin-4-yl)imidazolidin-2-one). Isolated yield 26.0%. Reaction SMILES: [H-].[Al+3].[Li+].[H-].[H-].[H-].[CH2:7]([CH:14]1[NH:18][C:17](=[O:19])[N:16]([CH:20]2[CH2:25][CH2:24][N:23]([CH2:26][C:27]3[CH:32]=[CH:31][CH:30]=[CH:29][CH:28]=3)[CH2:22][CH2:21]2)[C:15]1=O)[C:8]1[CH:13]=[CH:12][CH:11]=[CH:10][CH:9]=1>O1CCCC1>[CH2:7]([CH:14]1[CH2:15][N:16]([CH:20]2[CH2:25][CH2:24][N:23]([CH2:26][C:27]3[CH:32]=[CH:31][CH:30]=[CH:29][CH:28]=3)[CH2:22][CH2:21]2)[C:17](=[O:19])[NH:18]1)[C:8]1[CH:13]=[CH:12][CH:11]=[CH:10][CH:9]=1 |f:0.1.2.3.4.5|. Procedure details: Lithium aluminum hydride (3.96 mL, 3.96 mmol, 1 M) was added to a solution of 5-benzyl-3-(1-benzylpiperidin-4-yl)imidazolidine-2,4-dione (120 mg, 0.330 mmol) in tetrahydrofuran (15 mL) at 0° C. and then warmed to ambient temperature. After 16 h, the reaction was quenched with water (0.150 mL), a 15% sodium hydroxide solution (0.150 mL), and water (0.450 mL). The mixture was filtered, washed with tetrahydrofuran, and concentrated. Purification by column chromatography (silica gel, 1 to 12% {1% am... The reactants are [AlH4-], [Li+], CCOC(=O)c1ccc2c(c1)nc(N)n2C1CCCCC1, C1CCOC1. Yields the product Nc1nc2cc(CO)ccc2n1C1CCCCC1. Reaction SMILES: [AlH4-:23].[Li+:22].[NH2:1][c:2]1[n:3][c:4]2[c:5]([n:6]1[CH:7]1[CH2:8][CH2:9][CH2:10][CH2:11][CH2:12]1)[cH:13][cH:14][c:15]([C:17](=[O:18])[O:19][CH2:20][CH3:21])[cH:16]2.[O:24]1[CH2:25][CH2:26][CH2:27][CH2:28]1>>[NH2:1][c:2]1[n:3][c:4]2[c:5]([n:6]1[CH:7]1[CH2:8][CH2:9][CH2:10][CH2:11][CH2:12]1)[cH:13][cH:14][c:15]([CH2:17][OH:18])[cH:16]2. The reactants are CC=1C=C(C2=C(N=C(O2)NC2=CC=C(C=C2)B2OC(C(O2)(C)C)(C)C)C1)C (N-(5,7-dimethyl-1,3-benzoxazol-2-yl)-N-[4-(4,4,5,5-tetramethyl-1,3,2-dioxaborolan-2-yl)phenyl]amine), NC1=C2C(=NC=N1)N(N=C2I)C2CN(CCC2)C(=O)OC(C)(C)C (tert-butyl 3-(4-amino-3-iodo-1H-pyrazolo[3,4-d]pyrimidin-1-yl)-1-piperidinecarboxylate), CC=1C=C(C2=C(N=C(O2)NC2=CC=C(C=C2)B2OC(C(O2)(C)C)(C)C)C1)C (N-(5,7-dimethyl-1,3-benzoxazol-2-yl)-N-[4-(4,4,5,5-tetramethyl-1,3,2-dioxaborolan-2-yl)phenyl]amine), C([O-])([O-])=O.[Na+].[Na+] (sodium carbonate). The reagents and catalysts are C=1C=CC(=CC1)[P](C=2C=CC=CC2)(C=3C=CC=CC3)[Pd]([P](C=4C=CC=CC4)(C=5C=CC=CC5)C=6C=CC=CC6)([P](C=7C=CC=CC7)(C=8C=CC=CC8)C=9C=CC=CC9)[P](C=1C=CC=CC1)(C=1C=CC=CC1)C=1C=CC=CC1 (tetrakis(triphenylphosphine)palladium), C=1C=CC(=CC1)[P](C=2C=CC=CC2)(C=3C=CC=CC3)[Pd]([P](C=4C=CC=CC4)(C=5C=CC=CC5)C=6C=CC=CC6)([P](C=7C=CC=CC7)(C=8C=CC=CC8)C=9C=CC=CC9)[P](C=1C=CC=CC1)(C=1C=CC=CC1)C=1C=CC=CC1 (tetrakis(triphenylphosphine)palladium). Run in COCCOC (ethylene glycol dimethyl ether), O (water). Run at temperature 80 celsius, time 5 hour. Product: NC1=C2C(=NC=N1)N(N=C2C2=CC=C(C=C2)NC=2OC1=C(N2)C=C(C=C1C)C)C1CN(CCC1)C(=O)OC(C)(C)C (tert-butyl 3-(4-amino-3-{4-[(5,7-dimethyl-1,3-benzoxazol-2-yl)amino]phenyl}-1H-pyrazolo[3,4-d]pyrimidin-1-yl)-1-piperidinecarboxylate). The yield is 37.8%. Reaction SMILES: [NH2:1][C:2]1[N:7]=[CH:6][N:5]=[C:4]2[N:8]([CH:12]3[CH2:17][CH2:16][CH2:15][N:14]([C:18]([O:20][C:21]([CH3:24])([CH3:23])[CH3:22])=[O:19])[CH2:13]3)[N:9]=[C:10](I)[C:3]=12.[CH3:25][C:26]1[CH:27]=[C:28]([CH3:51])[C:29]2[O:33][C:32]([NH:34][C:35]3[CH:40]=[CH:39][C:38](B4OC(C)(C)C(C)(C)O4)=[CH:37][CH:36]=3)=[N:31][C:30]=2[CH:50]=1.C(=O)([O-])[O-].[Na+].[Na+]>COCCOC.O.C1C=CC([P]([Pd]([P](C2C=CC=CC=2)(C2C=CC=CC=2)C2C=CC=CC=2)([P](C2C=CC=CC=2)(C2C=CC=CC=2)C2C=CC=CC=2)[P](C2C=CC=CC=2)(C2C=CC=CC=2)C2C=CC=CC=2)(C2C=CC=CC=2)C2C=CC=CC=2)=CC=1>[NH2:1][C:2]1[N:7]=[CH:6][N:5]=[C:4]2[N:8]([CH:12]3[CH2:17][CH2:16][CH2:15][N:14]([C:18]([O:20][C:21]([CH3:24])([CH3:23])[CH3:22])=[O:19])[CH2:13]3)[N:9]=[C:10]([C:38]3[CH:37]=[CH:36][C:35]([NH:34][C:32]4[O:33][C:29]5[C:28]([CH3:51])=[CH:27][C:26]([CH3:25])=[CH:50][C:30]=5[N:31]=4)=[CH:40][CH:39]=3)[C:3]=12 |f:2.3.4,^1:68,70,89,108|. Reported procedure: The mixture of tert-butyl 3-(4-amino-3-iodo-1H-pyrazolo[3,4-d]pyrimidin-1-yl)-1-piperidinecarboxylate (0.6 g, 0.00135 mol), N-(5,7-dimethyl-1,3-benzoxazol-2-yl)-N-[4-(4,4,5,5-tetramethyl-1,3,2-dioxaborolan-2-yl)phenyl]amine (0.59 g, 0.00162 mol), tetrakis(triphenylphosphine)palladium (0.078 g, 0.000068 mol) and sodium carbonate (0.36 g, 0.00338 mol) in ethylene glycol dimethyl ether (50 mL) and water (10 mL) was heated at 80° C. for 16 hours under an atmosphere of nitrogen. After cooled the mixt...